The task is: describe an organic reaction: reactants, conditions, products, and yield. This data is from the Open Reaction Database (ORD), a public repository of structured organic reaction records. The reactants are C(C)N(C(=O)C(N1CCN(CC1)C1=C(C=C(C=C1)NC(C(CC)CC)=O)F)C1=CC=CC=C1)CC (N-{4-[4-(diethylcarbamoyl-phenyl-methyl)-piperazin-1-yl]-3-fluoro-phenyl}-2-ethyl-butyramide), [H-].[Na+] (NaH), CI (MeI). Solvent: O (water), CN(C)C=O (DMF). Reaction conditions: time 10 minute. Yields the product C(C)N(C(=O)C(N1CCN(CC1)C1=C(C=C(C=C1)N(C(C(CC)CC)=O)C)F)C1=CC=CC=C1)CC (N-{4-[4-(Diethylcarbamoyl-phenyl-methyl)-piperazin-1-yl]-3-fluoro-phenyl}-2-ethyl-N-methyl-butyramide). Isolated yield 50.3%. RXN SMILES: [CH2:1]([N:3]([CH2:34][CH3:35])[C:4]([CH:6]([C:28]1[CH:33]=[CH:32][CH:31]=[CH:30][CH:29]=1)[N:7]1[CH2:12][CH2:11][N:10]([C:13]2[CH:18]=[CH:17][C:16]([NH:19][C:20](=[O:26])[CH:21]([CH2:24][CH3:25])[CH2:22][CH3:23])=[CH:15][C:14]=2[F:27])[CH2:9][CH2:8]1)=[O:5])[CH3:2].[H-].[Na+].[CH3:38]I>CN(C=O)C.O>[CH2:34]([N:3]([CH2:1][CH3:2])[C:4]([CH:6]([C:28]1[CH:29]=[CH:30][CH:31]=[CH:32][CH:33]=1)[N:7]1[CH2:8][CH2:9][N:10]([C:13]2[CH:18]=[CH:17][C:16]([N:19]([CH3:38])[C:20](=[O:26])[CH:21]([CH2:24][CH3:25])[CH2:22][CH3:23])=[CH:15][C:14]=2[F:27])[CH2:11][CH2:12]1)=[O:5])[CH3:35] |f:1.2|. Reported procedure: A solution of N-{4-[4-(diethylcarbamoyl-phenyl-methyl)-piperazin-1-yl]-3-fluoro-phenyl}-2-ethyl-butyramide (48 mg, 0.10 mmol) in DMF (2 mL) was treated with NaH (60% in mineral oil; 5 mg, 0.12 mmol). After 10 min, MeI (7 μL, 0.12 mmol) was added. After 3 h, the mixture was diluted with water and extracted with DCM. The organic layer was concentrated to give an oil, which was purified by PTLC to give an off white solid (25 mg, 50%). MS (ESI): mass calcd. for C29H41FN4O2, 496.96. m/z found, 497.5 ... The reactants are CN1CCCC1=O, CCN(C(C)C)C(C)C, Fc1cnc(Cl)nc1-n1ccc2ccccc21, ClCCl, CS(=O)(=O)NC1CCC(N)CC1. Product: CS(=O)(=O)NC1CCC(Nc2ncc(F)c(-n3ccc4ccccc43)n2)CC1. As a reaction SMILES: [CH3:39][N:40]1[CH2:41][CH2:42][CH2:43][C:44]1=[O:45].[CH:30]([N:31]([CH2:32][CH3:33])[CH:34]([CH3:35])[CH3:36])([CH3:37])[CH3:38].[Cl:1][c:2]1[n:3][cH:4][c:5]([F:17])[c:6](-[n:8]2[cH:9][cH:10][c:11]3[cH:12][cH:13][cH:14][cH:15][c:16]23)[n:7]1.[Cl:46][CH2:47][Cl:48].[NH2:18][CH:19]1[CH2:20][CH2:21][CH:22]([NH:25][S:26](=[O:27])(=[O:28])[CH3:29])[CH2:23][CH2:24]1>>[c:2]1([NH:18][CH:19]2[CH2:20][CH2:21][CH:22]([NH:25][S:26](=[O:27])(=[O:28])[CH3:29])[CH2:23][CH2:24]2)[n:3][cH:4][c:5]([F:17])[c:6](-[n:8]2[cH:9][cH:10][c:11]3[cH:12][cH:13][cH:14][cH:15][c:16]23)[n:7]1. The reactants are [Li]CCCC, C#CC(C)(C)C, CCCCCC, C=CC=O, C1CCOC1, O. The product is C=CC(O)C#CC(C)(C)C. As a reaction SMILES: [CH2:13]([Li:14])[CH2:15][CH2:16][CH3:17].[CH3:1][C:2]([C:3]#[CH:4])([CH3:5])[CH3:6].[CH3:7][CH2:8][CH2:9][CH2:10][CH2:11][CH3:12].[CH:18](=[O:19])[CH:20]=[CH2:21].[O:22]1[CH2:23][CH2:24][CH2:25][CH2:26]1.[OH2:27]>>[CH3:1][C:2]([C:3]#[C:4][CH:18]([OH:19])[CH:20]=[CH2:21])([CH3:5])[CH3:6].